Dataset: the Open Reaction Database (ORD), a public repository of structured organic reaction records. Task: describe an organic reaction: reactants, conditions, products, and yield Starting materials: CCc1ccc(F)c(O[Si](C)(C)C(C)(C)C)c1, C1CCOC1, CCOCC, [Li]C(C)CC, [Cl-], [NH4+], CN(C)C=O. Product: CCc1cc(C=O)c(F)c(O[Si](C)(C)C(C)(C)C)c1. As a reaction SMILES: [C:1]([CH3:2])([CH3:3])([CH3:4])[Si:5]([CH3:6])([CH3:7])[O:8][c:9]1[c:10]([F:17])[cH:11][cH:12][c:13]([CH2:15][CH3:16])[cH:14]1.[CH2:30]1[O:31][CH2:32][CH2:33][CH2:34]1.[CH3:35][CH2:36][O:37][CH2:38][CH3:39].[CH:18]([Li:19])([CH2:20][CH3:21])[CH3:22].[Cl-:28].[NH4+:29].[O:23]=[CH:24][N:25]([CH3:26])[CH3:27]>>[C:1]([CH3:2])([CH3:3])([CH3:4])[Si:5]([CH3:6])([CH3:7])[O:8][c:9]1[c:10]([F:17])[c:11]([CH:24]=[O:23])[cH:12][c:13]([CH2:15][CH3:16])[cH:14]1. Starting materials: ClC(C(=O)O)CC1=C(N=C(O1)C)C1=C(C=CC=C1)C(F)(F)F (2-chloro-3-[2-methyl-4-(2-trifluoromethylphenyl)-5-oxazolyl]propionic acid), C(C)(=O)[O-].[Na+] (sodium acetate), paladium-carbon. Conditions: time 8 hour. Reaction SMILES: Cl[CH:2]([CH2:6][C:7]1[O:11][C:10]([CH3:12])=[N:9][C:8]=1[C:13]1[CH:18]=[CH:17][CH:16]=[CH:15][C:14]=1[C:19]([F:22])([F:21])[F:20])[C:3]([OH:5])=[O:4].C([O-])(=O)C.[Na+]>C(O)C>[CH3:12][C:10]1[O:11][C:7]([CH2:6][CH2:2][C:3]([OH:5])=[O:4])=[C:8]([C:13]2[CH:18]=[CH:17][CH:16]=[CH:15][C:14]=2[C:19]([F:20])([F:21])[F:22])[N:9]=1 |f:1.2|. Product: CC=1OC(=C(N1)C1=C(C=CC=C1)C(F)(F)F)CCC(=O)O (2-methyl-4-(2-trifluoromethylphenyl)oxazole-5-propionic acid). Procedure details: A mixture of 2-chloro-3-[2-methyl-4-(2-trifluoromethylphenyl)-5-oxazolyl]propionic acid (2.5 g), sodium acetate (0.62 g), 80% ethanol (50 ml) and 10% paladium-carbon (1.0 g) was subjected to catalytic hydrogenation for 8 hours and then the catalyst was filtered off. The filtrate was concentrated, diluted with water and extracted with ethyl acetate. The ethyl acetate layer was washed with water and dried over anhydrous magnesium sulfate. The solvent was distilled off and iso-propyl ether was adde... The solvent is C(C)O (ethanol). Starting materials: TEA, ClC1=C(C=CC=C1)B(O)O (2-chloro-phenylboronic acid), BrC1=CC(=C(C=C1)O)OC (4-bromo-2-methoxyphenol), cupric acetate. The solvent is C(Cl)Cl (DCM). Conditions: time 48 hour. Product: BrC1=CC(=C(C=C1)OC1=C(C=CC=C1)Cl)OC (4-Bromo-1-(2-chloro-phenoxy)-2-methoxy-benzene). Reaction SMILES: [Cl:1][C:2]1[CH:7]=[CH:6][CH:5]=[CH:4][C:3]=1B(O)O.[Br:11][C:12]1[CH:17]=[CH:16][C:15]([OH:18])=[C:14]([O:19][CH3:20])[CH:13]=1>C(Cl)Cl>[Br:11][C:12]1[CH:17]=[CH:16][C:15]([O:18][C:3]2[CH:4]=[CH:5][CH:6]=[CH:7][C:2]=2[Cl:1])=[C:14]([O:19][CH3:20])[CH:13]=1. Procedure: To a stirred mixture of 2-chloro-phenylboronic acid (1.54 g, 9.85 mmol) and 4-bromo-2-methoxyphenol (1.00 g, 4.92 mmol) in DCM (50.00 mL) was added cupric acetate (1.34 g, 7.39 mmol), powdered 4 A molecular sieves and TEA (3.43 mL, 24.6 mmol) at rt. The resulting mixture was then stirred at rt for 48 h at ambient atmosphere. The solvent was then removed under reduced pressure and the resulting residue was purified by flash chromatography (5% EtOAc in hexane). The reactants are ClC1=NC2=CC=C(C=C2C=C1C(=O)O)Cl (2,6-dichloroquinoline-3-carboxylic acid), N[C@H](C(=O)O)CC1=CC=C(C=C1)OC1=NC(=CC=C1)C ((S)-2-amino-3-[4-(6-methyl-pyridin-2-yloxy)-phenyl]-propionic acid). Run in CS(=O)C (DMSO). Product: C(=O)(O)[C@H](CC1=CC=C(C=C1)OC1=NC(=CC=C1)C)NC1=NC2=CC=C(C=C2C=C1C(=O)O)Cl (2-{(S)-1-Carboxy-2-[4-(6-methyl-pyridin-2-yloxy)-phenyl]-ethylamino}-6-chloro-quinoline-3-carboxylic acid). As a reaction SMILES: Cl[C:2]1[C:11]([C:12]([OH:14])=[O:13])=[CH:10][C:9]2[C:4](=[CH:5][CH:6]=[C:7]([Cl:15])[CH:8]=2)[N:3]=1.[NH2:16][C@@H:17]([CH2:21][C:22]1[CH:27]=[CH:26][C:25]([O:28][C:29]2[CH:34]=[CH:33][CH:32]=[C:31]([CH3:35])[N:30]=2)=[CH:24][CH:23]=1)[C:18]([OH:20])=[O:19]>CS(C)=O>[C:18]([C@@H:17]([NH:16][C:2]1[C:11]([C:12]([OH:14])=[O:13])=[CH:10][C:9]2[C:4](=[CH:5][CH:6]=[C:7]([Cl:15])[CH:8]=2)[N:3]=1)[CH2:21][C:22]1[CH:23]=[CH:24][C:25]([O:28][C:29]2[CH:34]=[CH:33][CH:32]=[C:31]([CH3:35])[N:30]=2)=[CH:26][CH:27]=1)([OH:20])=[O:19]. Procedure: In close analogy to the procedure described in Example 109c, 2,6-dichloroquinoline-3-carboxylic acid is reacted with (S)-2-amino-3-[4-(6-methyl-pyridin-2-yloxy)-phenyl]-propionic acid (prepared by analogy to Example 109a,b) in DMSO to provide the title compound in good yield. The reactants are C(C)O (ethanol), FC=1C=C(C=CC1)C1=C(C=C(C(=C1[N+](=O)[O-])C#C[Si](C)(C)C)F)C(C)=O (1-{3′,4-difluoro-6-nitro-5-[(trimethylsilyl)ethynyl]biphenyl-2-yl}ethanone). Solvent: CO (methanol). The product is NC1=C(C(=CC(=C1C1=CC(=CC=C1)F)C(C)=O)F)C#C[Si](C)(C)C (1-{6-Amino-3′,4-difluoro-5-[(trimethylsilyl)ethynyl]biphenyl-2-yl}ethanone). Isolated yield 90.0%. As a reaction SMILES: C(O)C.[F:4][C:5]1[CH:6]=[C:7]([C:11]2[C:16]([N+:17]([O-])=O)=[C:15]([C:20]#[C:21][Si:22]([CH3:25])([CH3:24])[CH3:23])[C:14]([F:26])=[CH:13][C:12]=2[C:27](=[O:29])[CH3:28])[CH:8]=[CH:9][CH:10]=1>CO>[NH2:17][C:16]1[C:11]([C:7]2[CH:8]=[CH:9][CH:10]=[C:5]([F:4])[CH:6]=2)=[C:12]([C:27](=[O:29])[CH3:28])[CH:13]=[C:14]([F:26])[C:15]=1[C:20]#[C:21][Si:22]([CH3:24])([CH3:23])[CH3:25]. Procedure details: The desired compound was prepared according to the procedure of Example 16, step F, using ethanol (instead of methanol) and 1-{3′,4-difluoro-6-nitro-5-[(trimethylsilyl)ethynyl]biphenyl-2-yl}ethanone as the starting material in 90% yield. LCMS for C19H20F2NOSi (M+H)+: m/z=344.1; Found: 343.9. Starting materials: CON=C1CCC2=CC(=CC=C12)Br (5-Bromoindan-1-one O-methyl-oxime), C(CCC)[Li] (n-butyl lithium), B(OC)(OC)OC (trimethyl borate). The solvent is O1CCCC1 (tetrahydrofuran). Conditions: time 16 hour. Yields the product CON=C1CCC2=CC(=CC=C12)B(O)O (1-Methoxyiminoindan-5-boronic acid). Isolated yield 57.6%. Reaction SMILES: [CH3:1][O:2][N:3]=[C:4]1[C:12]2[C:7](=[CH:8][C:9](Br)=[CH:10][CH:11]=2)[CH2:6][CH2:5]1.C([Li])CCC.[B:19](OC)([O:22]C)[O:20]C>O1CCCC1>[CH3:1][O:2][N:3]=[C:4]1[C:12]2[C:7](=[CH:8][C:9]([B:19]([OH:22])[OH:20])=[CH:10][CH:11]=2)[CH2:6][CH2:5]1. Procedure: A solution of the product of Example 1 Step 1 (48.0 g, 0.2 mol) in tetrahydrofuran (1 L) at −78° C. under argon atmosphere was treated dropwise with n-butyl lithium (138 ml, 1.6M in hexanes, 0.22 mol). After stirring at −78° C. for 30 minutes trimethyl borate (49 ml, 0.44 mol) was added and the solution warmed to room temperature and stirred for 16 hours. The mixture was concentrated in vacuo, acidified to pH1 with 5N hydrochloric acid and stirred at room temperature for 1 hour. The mixture was ... Reactants: CN1C(C=C(C=C1)C=1N=C(SC1)[C@@H]1N(CCC1)C(=O)OC(C)(C)C)=O ((R)-tert-butyl 2-(4-(1-methyl-2-oxo-1,2-dihydropyridin-4-yl)thiazol-2-yl)pyrrolidine-1-carboxylate), Cl (HCl). Run in C(Cl)Cl (CH2Cl2), O1CCOCC1 (dioxane). Conditions: time 3 hour. Yields the product Cl.CN1C(C=C(C=C1)C=1N=C(SC1)[C@@H]1NCCC1)=O ((R)-1-methyl-4-(2-(pyrrolidin-2-yl)thiazol-4-yl)pyridin-2(1H)-one HCl salt). Reaction SMILES: [CH3:1][N:2]1[CH:7]=[CH:6][C:5]([C:8]2[N:9]=[C:10]([C@H:13]3[CH2:17][CH2:16][CH2:15][N:14]3C(OC(C)(C)C)=O)[S:11][CH:12]=2)=[CH:4][C:3]1=[O:25].[ClH:26]>C(Cl)Cl.O1CCOCC1>[ClH:26].[CH3:1][N:2]1[CH:7]=[CH:6][C:5]([C:8]2[N:9]=[C:10]([C@H:13]3[CH2:17][CH2:16][CH2:15][NH:14]3)[S:11][CH:12]=2)=[CH:4][C:3]1=[O:25] |f:4.5|. Reported procedure: (R)-tert-butyl 2-(4-(1-methyl-2-oxo-1,2-dihydropyridin-4-yl)thiazol-2-yl)pyrrolidine-1-carboxylate (131 mg,) was dissolved in CH2Cl2 (5 mL) and 4 M HCl in dioxane (5 mL) was added. The mixture was stirred at rt for 3 h and concentrated to afford (R)-1-methyl-4-(2-(pyrrolidin-2-yl)thiazol-4-yl)pyridin-2(1H)-one HCl salt (127 mg) as an off-white solid. LC-MS Method 1 tR=0.40 min, m/z=262. Reactants: Cl (hydrochloric acid), FC(CCI)(F)F (1,1,1-trifluoro-3-iodopropane), ClC=1C=C2C(C(=O)NC2=O)=CC1 (4-chlorophthalimide), C([O-])([O-])=O.[K+].[K+] (potassium carbonate). Run in CN(C=O)C (dimethylformamide), O (water). Run at temperature 20 celsius. The product is ClC=1C=C(C(C(=O)O)=CC1)C(=O)NCCC(F)(F)F (4-chloro-N-(3,3,3-trifluoropropyl)phthalamic acid). Yield: 105.2%. RXN SMILES: [F:1][C:2]([F:7])([F:6])[CH2:3][CH2:4]I.[Cl:8][C:9]1[CH:10]=[C:11]2[C:16](=[O:17])[NH:15][C:13](=[O:14])[C:12]2=[CH:18][CH:19]=1.C(=O)([O-])[O-:21].[K+].[K+].Cl>CN(C)C=O.O>[Cl:8][C:9]1[CH:10]=[C:11]([C:16]([NH:15][CH2:4][CH2:3][C:2]([F:7])([F:6])[F:1])=[O:17])[C:12](=[CH:18][CH:19]=1)[C:13]([OH:21])=[O:14] |f:2.3.4|. Reported procedure: 3.6 g of 1,1,1-trifluoro-3-iodopropane are added dropwise to a mixture of 7.5 g of 4-chlorophthalimide and 4.6 g of potassium carbonate in 40 cm3 of dimethylformamide at a temperature in the region of 110° C. with stirring. After stirring for 11 hours at a temperature in the region of 120° C., the reaction mixture is cooled to a temperature in the region of 20° C. and then poured into 200 cm3 of water. The mixture is acidified with dilute aqueous hydrochloric acid solution to a pH of about 3, an... Starting materials: C1(=CC=CC=C1)C=1N=C(NC1C1=CC=CC=C1)SCCCCCCCCNCCCCCCC (8-(4,5-diphenyl-1H-imidazol-2-ylthio)-N-heptyl-1-octanamine), FC1=C(C=CC(=C1)F)N=C=O (2,4-difluorophenylisocyanate). Solvent: CCCCCC (hexane), CCCCCC (hexane), CCCCCC (hexane). Product: FC1=C(C=CC(=C1)F)NC(N(CCCCCCC)CCCCCCCCSC=1NC(=C(N1)C1=CC=CC=C1)C1=CC=CC=C1)=O (N'-(2,4-difluorophenyl)-N-[8-(4,5-diphenyl-1H-imidazol-2-ylthio)octyl]-N-heptylurea). Yield: 28.0%. As a reaction SMILES: [C:1]1([C:7]2[N:8]=[C:9]([S:18][CH2:19][CH2:20][CH2:21][CH2:22][CH2:23][CH2:24][CH2:25][CH2:26][NH:27][CH2:28][CH2:29][CH2:30][CH2:31][CH2:32][CH2:33][CH3:34])[NH:10][C:11]=2[C:12]2[CH:17]=[CH:16][CH:15]=[CH:14][CH:13]=2)[CH:6]=[CH:5][CH:4]=[CH:3][CH:2]=1.[F:35][C:36]1[CH:41]=[C:40]([F:42])[CH:39]=[CH:38][C:37]=1[N:43]=[C:44]=[O:45]>CCCCCC>[F:35][C:36]1[CH:41]=[C:40]([F:42])[CH:39]=[CH:38][C:37]=1[NH:43][C:44](=[O:45])[N:27]([CH2:26][CH2:25][CH2:24][CH2:23][CH2:22][CH2:21][CH2:20][CH2:19][S:18][C:9]1[NH:8][C:7]([C:1]2[CH:2]=[CH:3][CH:4]=[CH:5][CH:6]=2)=[C:11]([C:12]2[CH:13]=[CH:14][CH:15]=[CH:16][CH:17]=2)[N:10]=1)[CH2:28][CH2:29][CH2:30][CH2:31][CH2:32][CH2:33][CH3:34]. Procedure details: Part C. To a solution of 8-(4,5-diphenyl-1H-imidazol-2-ylthio)-N-heptyl-1-octanamine (0.5 g, 0.001 mol) in hexane (25 mL) was added, dropwise, a solution of 2,4-difluorophenylisocyanate (0.15 mL, 0.194 g, 0.00125 mol) in hexane (10 mL), and the reaction mixture was stirred at ambient temperature for 3 hours. The reaction mixture was concentrated under vacuum and the residue was chromatographed using 8:2 hexane-ethyl acetate to give a solid which was triturated with cold ethyl acetate and then he...